Dataset: the Open Reaction Database (ORD), a public repository of structured organic reaction records. Task: describe an organic reaction: reactants, conditions, products, and yield Reactants: [H-].[Na+] (sodium hydride), [H-].[Na+] (Sodium hydride), ClC1=C2C(=NN=C1C1=CC=CC=C1)NN=C2I (4-chloro-3-iodo-5-phenyl-1H-pyrazolo[3,4-c]pyridazine), ClCC(=O)N1CCCC1 (2-chloro-1-(pyrrolidin-1-yl)ethanone), [Li+].[Cl-] (LiCl). Run in CN(C)C=O (DMF), C(C)(=O)OCC (ethyl acetate). Run at time 2 hour. The product is ClC1=C2C(=NN=C1C1=CC=CC=C1)N(N=C2I)CC(=O)N2CCCC2 (2-(4-chloro-3-iodo-5-phenyl-1H-pyrazolo[3,4-c]pyridazin-1-yl)-1-(pyrrolidin-1-yl)ethanone). Isolated yield 47.0%. Reaction SMILES: [H-].[Na+].[Cl:3][C:4]1[C:9]([C:10]2[CH:15]=[CH:14][CH:13]=[CH:12][CH:11]=2)=[N:8][N:7]=[C:6]2[NH:16][N:17]=[C:18]([I:19])[C:5]=12.Cl[CH2:21][C:22]([N:24]1[CH2:28][CH2:27][CH2:26][CH2:25]1)=[O:23].[Li+].[Cl-]>CN(C=O)C.C(OCC)(=O)C>[Cl:3][C:4]1[C:9]([C:10]2[CH:11]=[CH:12][CH:13]=[CH:14][CH:15]=2)=[N:8][N:7]=[C:6]2[N:16]([CH2:21][C:22]([N:24]3[CH2:28][CH2:27][CH2:26][CH2:25]3)=[O:23])[N:17]=[C:18]([I:19])[C:5]=12 |f:0.1,4.5|. Reported procedure: Sodium hydride (60% in mineral oil, 32 mg, 1.75 mmol) was added to a solution of 4-chloro-3-iodo-5-phenyl-1H-pyrazolo[3,4-c]pyridazine (400 mg, 1.12 mmol) and 2-chloro-1-(pyrrolidin-1-yl)ethanone (54 mg, 1.8 mmol) in dry DMF (7.5 mL) at room temperature. After 1.5 h at room temperature further sodium hydride (60% in mineral oil, 27 mg) was added and the suspension stirred for 2 h. 4% LiCl aq. solution and ethyl acetate was added. The layers were separated and the aqueous was extracted with ethyl... Starting materials: CC(=O)O[BH-](OC(C)=O)OC(C)=O, O=C([O-])O, CC(C)C=O, CC(=O)O, CC(Cl)Cl, CC(C)(C)OC(=O)N1Cc2ccccc2C(N)C1, [Na+], [Na+]. Reaction SMILES: [C:24]([O:25][BH-:26]([O:27][C:28](=[O:29])[CH3:30])[O:31][C:32](=[O:33])[CH3:34])(=[O:35])[CH3:36].[C:38](=[O:39])([O-:40])[OH:41].[CH3:19][CH:20]([CH:21]=[O:22])[CH3:23].[CH3:47][C:48](=[O:49])[OH:50].[Cl:43][CH:44]([Cl:45])[CH3:46].[NH2:1][CH:2]1[CH2:3][N:4]([C:12](=[O:13])[O:14][C:15]([CH3:16])([CH3:17])[CH3:18])[CH2:5][c:6]2[cH:7][cH:8][cH:9][cH:10][c:11]21.[Na+:37].[Na+:42]>>[NH:1]([CH:2]1[CH2:3][N:4]([C:12](=[O:13])[O:14][C:15]([CH3:16])([CH3:17])[CH3:18])[CH2:5][c:6]2[cH:7][cH:8][cH:9][cH:10][c:11]21)[CH2:21][CH:20]([CH3:19])[CH3:23]. The product is CC(C)CNC1CN(C(=O)OC(C)(C)C)Cc2ccccc21. The reactants are S(O)(O)(=O)=O (sulfuric acid), C1=CC=CC2=CC=CC=C12 (naphthalene). Run at time 2 hour. Yields the product C1=C(C=CC2=CC=CC=C12)S(=O)(=O)O (β-naphthalene sulfonic acid). As a reaction SMILES: [S:1](=[O:5])(=O)([OH:3])[OH:2].[CH:6]1[C:15]2[C:10](=[CH:11][CH:12]=[CH:13][CH:14]=2)[CH:9]=[CH:8][CH:7]=1>>[CH:14]1[C:15]2[C:10](=[CH:9][CH:8]=[CH:7][CH:6]=2)[CH:11]=[CH:12][C:13]=1[S:1]([OH:3])(=[O:5])=[O:2]. Procedure: 1,050 g of sulfuric acid was added to 1,280 g of naphthalene, and the reaction was carried out at 160° C. for 2 hours. Unreacted materials were separated and discharged outside the container under a reduced pressure. Then, 857 g of 35% by weight concentration formalin was added and reacted at 105° C. for 5 hours to obtain a condensation product formed by methylene type bonding of β-naphthalene sulfonic acid. After being neutralized with ammonium water, the condensation product was filtrated to y... Reactants: CC(=O)O, COc1ccc(Oc2c(Cl)cc(-n3ncc(=O)[nH]c3=O)cc2Cl)cc1, O, O=[N+]([O-])O. Yields the product COc1ccc(Oc2c(Cl)cc(-n3ncc(=O)[nH]c3=O)cc2Cl)cc1[N+](=O)[O-]. As a reaction SMILES: [CH3:31][C:32](=[O:33])[OH:34].[Cl:5][c:6]1[cH:7][c:8](-[n:22]2[n:23][cH:24][c:25](=[O:29])[nH:26][c:27]2=[O:28])[cH:9][c:10]([Cl:21])[c:11]1[O:12][c:13]1[cH:14][cH:15][c:16]([O:19][CH3:20])[cH:17][cH:18]1.[OH2:30].[OH:1][N+:2]([O-:3])=[O:4]>>[O-:1][N+:2](=[O:4])[c:15]1[cH:14][c:13]([O:12][c:11]2[c:6]([Cl:5])[cH:7][c:8](-[n:22]3[n:23][cH:24][c:25](=[O:29])[nH:26][c:27]3=[O:28])[cH:9][c:10]2[Cl:21])[cH:18][cH:17][c:16]1[O:19][CH3:20].